Dataset: the Open Reaction Database (ORD), a public repository of structured organic reaction records. Task: describe an organic reaction: reactants, conditions, products, and yield Reactants: BrC1=C(C(=O)O)C=CC(=C1)\C=C\C(C(F)(F)F)C1=CC(=C(C(=C1)Cl)Cl)Cl ((E)-2-bromo-4-(4,4,4-trifluoro-3-(3,4,5-trichlorophenyl)but-1-en-1-yl)benzoic acid), C(C)NC(=O)N(N)C (N-ethyl-1-methylhydrazinecarboxamide), Cl.CN(CCCN=C=NCC)C (N-(3-dimethylaminopropyl)-N′-ethyl-carbodiimide hydrochloride). Reagents/catalysts: CN(C)C=1C=CN=CC1 (DMAP). Product: BrC1=C(C(=O)NN(C(=O)NCC)C)C=CC(=C1)\C=C\C(C(F)(F)F)C1=CC(=C(C(=C1)Cl)Cl)Cl ((E)-2-(2-Bromo-4-(4,4,4-trifluoro-3-(3,4,5-trichlorophenyl)but-1-en-1-yl)benzoyl)-N-ethyl-1-methylhydrazinecarboxamide). Reaction SMILES: [Br:1][C:2]1[CH:10]=[C:9](/[CH:11]=[CH:12]/[CH:13]([C:18]2[CH:23]=[C:22]([Cl:24])[C:21]([Cl:25])=[C:20]([Cl:26])[CH:19]=2)[C:14]([F:17])([F:16])[F:15])[CH:8]=[CH:7][C:3]=1[C:4](O)=[O:5].[CH2:27]([NH:29][C:30]([N:32]([CH3:34])[NH2:33])=[O:31])[CH3:28].Cl.CN(C)CCCN=C=NCC>CN(C1C=CN=CC=1)C>[Br:1][C:2]1[CH:10]=[C:9](/[CH:11]=[CH:12]/[CH:13]([C:18]2[CH:19]=[C:20]([Cl:26])[C:21]([Cl:25])=[C:22]([Cl:24])[CH:23]=2)[C:14]([F:17])([F:15])[F:16])[CH:8]=[CH:7][C:3]=1[C:4]([NH:33][N:32]([CH3:34])[C:30]([NH:29][CH2:27][CH3:28])=[O:31])=[O:5] |f:2.3|. Procedure: Prophetically, (E)-2-bromo-4-(4,4,4-trifluoro-3-(3,4,5-trichlorophenyl)but-1-en-1-yl)benzoic acid can be reacted with N-ethyl-1-methylhydrazinecarboxamide in the presence of N-(3-dimethylaminopropyl)-N′-ethyl-carbodiimide hydrochloride (EDC.HCl) and DMAP to furnish the title molecule (Org. Lett. 2004, 6, 929-931). The reactants are ClCCl, O=C(O)C(F)(F)F, CC(C)(C)OC(=O)NC1CCC(N2CCCC2)CC1. Product: NC1CCC(N2CCCC2)CC1. Reaction SMILES: [Cl:20][CH2:21][Cl:22].[F:23][C:24]([F:25])([F:26])[C:27]([OH:28])=[O:29].[N:1]1([CH:6]2[CH2:7][CH2:8][CH:9]([NH:12][C:13](=[O:14])[O:15][C:16]([CH3:17])([CH3:18])[CH3:19])[CH2:10][CH2:11]2)[CH2:2][CH2:3][CH2:4][CH2:5]1>>[N:1]1([CH:6]2[CH2:7][CH2:8][CH:9]([NH2:12])[CH2:10][CH2:11]2)[CH2:2][CH2:3][CH2:4][CH2:5]1. Starting materials: C(C)OC(CN(C)C)=O (N,N-dimethylglycine ethyl ester), ( c ), ( a ), BrC1=CC=C(C=C1)C (4-bromotoluene). Yields the product CN(C)CC1OC2=CC=CC=C2C(C1)C1=CC=C(C=C1)C (2-(N,N-Dimethylaminomethyl)-4-(4-methylphenyl)chroman). Reaction SMILES: [CH2:1]([O:3][C:4](=O)[CH2:5][N:6]([CH3:8])[CH3:7])[CH3:2].Br[C:11]1[CH:16]=[CH:15][C:14]([CH3:17])=[CH:13][CH:12]=1>>[CH3:7][N:6]([CH2:5][CH:4]1[CH2:14][CH:15]([C:11]2[CH:16]=[CH:15][C:14]([CH3:17])=[CH:13][CH:12]=2)[C:16]2[C:1](=[CH:2][CH:13]=[CH:12][CH:11]=2)[O:3]1)[CH3:8]. Procedure details: The process of example 4 was repeated using N,N-dimethylglycine ethyl ester in place of the N,N-dimethylalanine ethyl ester in part (a), and using 4-bromotoluene in place of the 4-bromochlorobenzene in part (c) to yield the title compound, m.p. 114°-116° C. Reactants: OC1=CC=C(CS(=O)C(CC(=O)O)C)C=C1 (3-(p-hydroxybenzylsulfinyl)butyric acid), NC1[C@@H]2N(C(=C(CS2)COC(N)=O)C(=O)O)C1=O (7-amino-3-carbamoyloxymethyl-3-cephem-4-carboxylic acid). Yields the product S1CC=C(N2[C@H]1CC2=O)C(=O)O (3-cephem-4-carboxylic acid). Reaction SMILES: OC1C=CC(CS(C(C)CC(O)=O)=O)=CC=1.N[CH:18]1[C:33](=[O:34])[N:20]2[C:21]([C:30]([OH:32])=[O:31])=[C:22](COC(=O)N)[CH2:23][S:24][C@H:19]12>>[S:24]1[C@@H:19]2[CH2:18][C:33](=[O:34])[N:20]2[C:21]([C:30]([OH:32])=[O:31])=[CH:22][CH2:23]1. Procedure details: 484 mg. of 3-(p-hydroxybenzylsulfinyl)butyric acid and 7-amino-3-carbamoyloxymethyl-3-cephem-4-carboxylic acid were reacted in the same manner as described in Example 28 and 309 mg. of 7-[3-(p-hydroxybenzylsulfinyl)butyramido]-3-carbamoyloxymethyl)-3-cephem-4-carboxylic acid were obtained.